Task: describe an organic reaction: reactants, conditions, products, and yield. Dataset: the Open Reaction Database (ORD), a public repository of structured organic reaction records Starting materials: COc1cc([N+](=O)[O-])ccc1OCCBr, CO, ClCCl, OCC1CCCN1. Yields the product COc1cc([N+](=O)[O-])ccc1OCCN1CCCC1CO. Reaction SMILES: [Br:1][CH2:2][CH2:3][O:4][c:5]1[c:6]([O:14][CH3:15])[cH:7][c:8]([N+:11](=[O:12])[O-:13])[cH:9][cH:10]1.[CH3:23][OH:24].[Cl:25][CH2:26][Cl:27].[NH:16]1[CH:17]([CH2:21][OH:22])[CH2:18][CH2:19][CH2:20]1>>[CH2:2]([CH2:3][O:4][c:5]1[c:6]([O:14][CH3:15])[cH:7][c:8]([N+:11](=[O:12])[O-:13])[cH:9][cH:10]1)[N:16]1[CH:17]([CH2:21][OH:22])[CH2:18][CH2:19][CH2:20]1.